This data is from the Open Reaction Database (ORD), a public repository of structured organic reaction records. The task is: describe an organic reaction: reactants, conditions, products, and yield Reactants: ClC1=CC(=C(C#N)C=C1)OC(CCCO[Si](C)(C)C(C)(C)C)C1=CSC=C1 (4-Chloro-2-[4-[[(1,1-dimethylethyl)dimethylsilyl]oxy]-1-(3-thienyl)butoxy]benzonitrile), C1(=CC=C(C=C1)S(=O)(=O)[O-])C.[NH+]1=CC=CC=C1 (pyridinium p-toluenesulphonate). Run in C(C)O (ethanol). Run at temperature 55 celsius, time 18 hour. Product: ClC1=CC(=C(C#N)C=C1)OC(CCCO)C1=CSC=C1 (4-Chloro-2-[4-hydroxy-1-(3-thienyl)butoxy]benzonitrile). The yield is 88.3%. RXN SMILES: [Cl:1][C:2]1[CH:9]=[CH:8][C:5]([C:6]#[N:7])=[C:4]([O:10][CH:11]([C:23]2[CH:27]=[CH:26][S:25][CH:24]=2)[CH2:12][CH2:13][CH2:14][O:15][Si](C(C)(C)C)(C)C)[CH:3]=1.C1(C)C=CC(S([O-])(=O)=O)=CC=1.[NH+]1C=CC=CC=1>C(O)C>[Cl:1][C:2]1[CH:9]=[CH:8][C:5]([C:6]#[N:7])=[C:4]([O:10][CH:11]([C:23]2[CH:27]=[CH:26][S:25][CH:24]=2)[CH2:12][CH2:13][CH2:14][OH:15])[CH:3]=1 |f:1.2|. Procedure: The product from step (c) (1.12 g, 2.65 mmol) was dissolved in ethanol (60 ml) and pyridinium p-toluenesulphonate (0.067 g, 0.27 mmol) added. The reaction was heated to 55° C. and stirred for 18 h. The reaction was cooled and the solvent removed in vacuo. The residue was dissolved in ethyl acetate (180 ml) and the organic layer washed with aqueous saturated sodium bicarbonate solution (2×30 ml), water (2×30 ml) and brine (20 ml). After drying over magnesium sulphate, the solution was evaporated ... The reactants are CC(C)(C)OC(=O)NCc1ccc2c(c1)nc(Cn1c(=O)n(CC(F)(F)F)c(=O)c3ccccc31)n2CCCCF, ClCCl, O=C(O)C(F)(F)F. Yields the product NCc1ccc2c(c1)nc(Cn1c(=O)n(CC(F)(F)F)c(=O)c3ccccc31)n2CCCCF. RXN SMILES: [C:1]([O:2][C:3](=[O:4])[NH:7][CH2:8][c:9]1[cH:10][c:11]2[c:12]([n:13]([CH2:34][CH2:35][CH2:36][CH2:37][F:38])[c:14]([CH2:16][n:17]3[c:18](=[O:33])[n:19]([CH2:28][C:29]([F:30])([F:31])[F:32])[c:20](=[O:27])[c:21]4[cH:22][cH:23][cH:24][cH:25][c:26]34)[n:15]2)[cH:39][cH:40]1)([CH3:5])([CH3:6])[CH3:41].[Cl:49][CH2:50][Cl:51].[F:42][C:43]([F:44])([F:45])[C:46]([OH:47])=[O:48]>>[NH2:7][CH2:8][c:9]1[cH:10][c:11]2[c:12]([n:13]([CH2:34][CH2:35][CH2:36][CH2:37][F:38])[c:14]([CH2:16][n:17]3[c:18](=[O:33])[n:19]([CH2:28][C:29]([F:30])([F:31])[F:32])[c:20](=[O:27])[c:21]4[cH:22][cH:23][cH:24][cH:25][c:26]34)[n:15]2)[cH:39][cH:40]1. The reactants are crude product, C1(CCCCC1)N(C(C1=CC(=C(C=C1)C(C1=CC(=C(C(=C1)OC)OC)OC)O)C)=O)C(C)C (N-cyclohexyl-4-[hydroxy(3,4,5-trimethoxyphenyl)methyl]-3-methyl-N-(1-methylethyl)benzamide). Reagents/catalysts: [Pd] (Pd/C), S(O)(O)(=O)=O (sulfuric acid). The solvent is C(C)(=O)OCC (ethyl acetate), CCO (EtOH). The product is C1(CCCCC1)N(C(C1=CC(=C(C=C1)CC1=CC(=C(C(=C1)OC)OC)OC)C)=O)C(C)C (N-cyclohexyl-3-methyl-N-(1-methylethyl)-4-[(3,4,5-trimethoxyphenyl)methyl]benzamide). As a reaction SMILES: [CH:1]1([N:7]([CH:31]([CH3:33])[CH3:32])[C:8](=[O:30])[C:9]2[CH:14]=[CH:13][C:12]([CH:15](O)[C:16]3[CH:21]=[C:20]([O:22][CH3:23])[C:19]([O:24][CH3:25])=[C:18]([O:26][CH3:27])[CH:17]=3)=[C:11]([CH3:29])[CH:10]=2)[CH2:6][CH2:5][CH2:4][CH2:3][CH2:2]1>CCO.S(=O)(=O)(O)O.[Pd].C(OCC)(=O)C>[CH:1]1([N:7]([CH:31]([CH3:33])[CH3:32])[C:8](=[O:30])[C:9]2[CH:14]=[CH:13][C:12]([CH2:15][C:16]3[CH:17]=[C:18]([O:26][CH3:27])[C:19]([O:24][CH3:25])=[C:20]([O:22][CH3:23])[CH:21]=3)=[C:11]([CH3:29])[CH:10]=2)[CH2:2][CH2:3][CH2:4][CH2:5][CH2:6]1. Procedure: The compound of Example 47 (800 mg, 1.81 mmol) in EtOH (20 mL) containing concentrated sulfuric acid (4 drops) is hydrogenated at 60 psi and room temperature using 5% Pd/C as catalyst. The catalyst is filtered and the filtrate concentrated in vacuo to give the crude product. The crude product is dissolved in ethyl acetate and washed twice with aqueous NaHO3 solution and then with saturated aqueous NaCl solution. After drying (Na2SO4) the organic layer is filtered and concentrated in vacuo. Purif... Starting materials: C(CC)[Mg]Cl (n-propylmagnesium chloride), C(C)(=O)OCC (ethyl acetate), C(C)(C)(C)OC(=O)N[C@H]([C@@H](/C=C/C(=O)OC)OS(=O)(=O)C)CC1=CC=CC=C1 (trans-(4R,5S)-Methyl 5-(t-Butyloxycarbonylamino)-4-(methanesulfonyloxy)-6-phenyl-2-hexenoate), C(C)(C)(C)OC(=O)N[C@H]([C@H](/C=C/C(=O)OCC)OS(=O)(=O)C)CC1CCCCC1 (trans-(4S,5S)-Ethyl 5-(t-Butyloxycarbonylamino)-6-cyclohexyl-4-(methanesulfonyloxy)-2-hexenoate). The solvent is CCCCCC (hexane). The product is C(C)(C)(C)OC(=O)N[C@@H](CC1CCCCC1)\C=C\[C@H](C)C(=O)OCC (trans-(2S,5S)-Ethyl 2-(t-Butyloxycarbonylamino)-1-cyclohexyl-3-hexen-5-carboxylate). Isolated yield 6.0%. As a reaction SMILES: [CH2:1]([Mg]Cl)CC.C(OC(N[C@@H](CC1C=CC=CC=1)[C@H](OS(C)(=O)=O)/C=C/C(OC)=O)=O)(C)(C)C.[C:34]([O:38][C:39]([NH:41][C@@H:42]([CH2:56][CH:57]1[CH2:62][CH2:61][CH2:60][CH2:59][CH2:58]1)[C@@H:43](OS(C)(=O)=O)/[CH:44]=[CH:45]/[C:46]([O:48][CH2:49][CH3:50])=[O:47])=[O:40])([CH3:37])([CH3:36])[CH3:35].C(OCC)(=O)C>CCCCCC>[C:34]([O:38][C:39]([NH:41][C@H:42](/[CH:43]=[CH:44]/[C@@H:45]([C:46]([O:48][CH2:49][CH3:50])=[O:47])[CH3:1])[CH2:56][CH:57]1[CH2:62][CH2:61][CH2:60][CH2:59][CH2:58]1)=[O:40])([CH3:37])([CH3:36])[CH3:35]. Procedure details: Using the procedure of Example 8 but replacing benzylmagnesium chloride with n-propylmagnesium chloride and replacing the resultant compound of Example 7 with the resultant compound of Example 27 provided, after silica gel chromatography using 15% ethyl acetate in hexane, the desired compound (Rf 0.35, 4:1 hexane:ethyl acetate) in 6% yield. 1H NMR (CDCl3) δ 0.8-1.0 (m, 2 H), 0.90 (t, J=7 Hz, 3 H), 1.1-1.8 (br envelope, 15 H), 1.43 (s, 9 H), 2.97 (q, J=8 Hz, 1 H), 4.12 (q, J=7 Hz, 2 H), 4.33 (m, ... Starting materials: ClC1=NC=2N(C(=C1C1=C(C=C(C=C1F)F)F)Cl)N=CN2 (5,7-dichloro-6-(2,4,6-trifluorophenyl)[1,2,4]triazolo[1,5-a]pyrimidine), Cl.FC([C@H](C)N)(F)F ((1S)-2,2,2-trifluoro-1-methylethylamine hydrogen chloride), C(C)(C)N(C(C)C)CC (N,N-diisopropylethylamine). Run in CN(C=O)C (N,N-dimethylformamide), C(C)(=O)OCC (ethyl acetate). Reaction conditions: time 13 hour. Product: ClC1=NC=2N(C(=C1C1=C(C=C(C=C1F)F)F)N[C@H](C(F)(F)F)C)N=CN2 (5-chloro-6-(2,4,6-trifluorophenyl)-N-[(1S)-2,2,2-trifluoro-1-methylethyl][1,2,4]triazolo[1,5-a]pyrimidin-7-amine). Yield: 95.7%. RXN SMILES: [Cl:1][C:2]1[C:7]([C:8]2[C:13]([F:14])=[CH:12][C:11]([F:15])=[CH:10][C:9]=2[F:16])=[C:6](Cl)[N:5]2[N:18]=[CH:19][N:20]=[C:4]2[N:3]=1.Cl.[F:22][C:23]([F:28])([F:27])[C@@H:24]([NH2:26])[CH3:25].C(N(CC)C(C)C)(C)C>CN(C)C=O.C(OCC)(=O)C>[Cl:1][C:2]1[C:7]([C:8]2[C:13]([F:14])=[CH:12][C:11]([F:15])=[CH:10][C:9]=2[F:16])=[C:6]([NH:26][C@@H:24]([CH3:25])[C:23]([F:28])([F:27])[F:22])[N:5]2[N:18]=[CH:19][N:20]=[C:4]2[N:3]=1 |f:1.2|. Reported procedure: A mixture of 5,7-dichloro-6-(2,4,6-trifluorophenyl)[1,2,4]triazolo[1,5-a]pyrimidine (3.0 g, 9.4 mmol), (1S)-2,2,2-trifluoro-1-methylethylamine hydrogen chloride (4.2 g, 28.2 mmol), and N,N-diisopropylethylamine (4.9 mL, 28.2 mmol) in 100 mL of N,N-dimethylformamide is stirred at room temperature under nitrogen atmosphere for 13 h. The reaction mixture is diluted with ethyl acetate. The organic layer is washed with 1 N hydrochloric acid (2×) and saturated sodium chloride (2×), dried over magnesiu... Starting materials: ClC1=NC(=C2C(=N1)N(N=C2)C)NC2=CC(=CC=C2)OC (6-Chloro-N-(3-methoxyphenyl)-1-methyl-1H-pyrazolo[3,4-d]pyrimidin-4-amine), N1N=C(C2=CC=CC=C12)B1OC(C)(C)C(C)(C)O1 (indazole boronic acid pinacol ester). Yields the product N1N=CC2=C(C=CC=C12)C1=NC(=C2C(=N1)N(N=C2)C)NC2=CC(=CC=C2)OC (6-(1H-indazol-4-yl)-N-(3-methoxyphenyl)-1-methyl-1H-pyrazolo[3,4-d]pyrimidin-4-amine). As a reaction SMILES: Cl[C:2]1[N:7]=[C:6]2[N:8]([CH3:11])[N:9]=[CH:10][C:5]2=[C:4]([NH:12][C:13]2[CH:18]=[CH:17][CH:16]=[C:15]([O:19][CH3:20])[CH:14]=2)[N:3]=1.[NH:21]1[C:29]2[C:24](=[CH:25][CH:26]=[CH:27][CH:28]=2)[C:23](B2OC(C)(C)C(C)(C)O2)=[N:22]1>>[NH:21]1[C:29]2[C:24](=[C:25]([C:2]3[N:7]=[C:6]4[N:8]([CH3:11])[N:9]=[CH:10][C:5]4=[C:4]([NH:12][C:13]4[CH:18]=[CH:17][CH:16]=[C:15]([O:19][CH3:20])[CH:14]=4)[N:3]=3)[CH:26]=[CH:27][CH:28]=2)[CH:23]=[N:22]1. Procedure: 6-Chloro-N-(3-methoxyphenyl)-1-methyl-1H-pyrazolo[3,4-d]pyrimidin-4-amine 6 was reacted with indazole boronic acid pinacol ester using General Procedure A. Purification on silica yielded 122. NMR: (CDCl3): 3.88 (s, 3H, CH3), 4.19 (s, 3H, CH3), 6.88-6.91 (m, H, ArH), 7.16-7.18 (m, H, ArH), 7.31 (sbr, H, NH), 7.40 (t. H, ArH, J=8.1 Hz), 7.50 (s, H, ArH), 7.55 (t. H, ArH, J=4 Hz), 7.65 (d, H, ArH, J=8.3 Hz), 8.45 (d, H, ArH, J=7.49 Hz), 9.17 (s, H, ArH) 10.2 (sbr, H, NH). MS: (ESI+) MH+=372.25 Yields the product OC(C1CCCN1)C(c1cccc(F)c1)n1ccc2ccccc21. Starting materials: CC(C)(C)OC(=O)N1CCCC1C(O)C(c1cccc(F)c1)n1ccc2ccccc21, CO, Cl. As a reaction SMILES: [C:1]([O:2][C:3](=[O:4])[N:8]1[CH:9]([CH:13]([CH:14]([n:15]2[cH:16][cH:17][c:18]3[cH:19][cH:20][cH:21][cH:22][c:23]23)[c:24]2[cH:25][c:26]([F:30])[cH:27][cH:28][cH:29]2)[OH:31])[CH2:10][CH2:11][CH2:12]1)([CH3:5])([CH3:6])[CH3:7].[CH3:33][OH:34].[ClH:32]>>[NH:8]1[CH:9]([CH:13]([CH:14]([n:15]2[cH:16][cH:17][c:18]3[cH:19][cH:20][cH:21][cH:22][c:23]23)[c:24]2[cH:25][c:26]([F:30])[cH:27][cH:28][cH:29]2)[OH:31])[CH2:10][CH2:11][CH2:12]1. Reactants: ClC(=O)OC (methyl chloroformate), [Cl-].[Na+] (sodium chloride), NC1=CC=C(C=C1)CN1CCC(CC1)C(O)(C1=CC=C(C=C1)OC(F)(F)F)C1=CC=C(C=C1)OC(F)(F)F (N-(4-aminophenylmethyl)-4-[bis(4-trifluoromethoxyphenyl)hydroxymethyl]piperidine), N1=CC=CC=C1 (pyridine). Run in O1CCCC1 (tetrahydrofuran), C(C)(=O)OCC (ethyl acetate). Run at time 18 hour. Yields the product COC(=O)NC1=CC=C(C=C1)CN1CCC(CC1)C(O)(C1=CC=C(C=C1)OC(F)(F)F)C1=CC=C(C=C1)OC(F)(F)F (N-[4-(methoxycarbonylamino)phenylmethyl]-4-[bis(4-trifluoromethoxyphenyl)hydroxymethyl]piperidine). RXN SMILES: [NH2:1][C:2]1[CH:7]=[CH:6][C:5]([CH2:8][N:9]2[CH2:14][CH2:13][CH:12]([C:15]([C:28]3[CH:33]=[CH:32][C:31]([O:34][C:35]([F:38])([F:37])[F:36])=[CH:30][CH:29]=3)([C:17]3[CH:22]=[CH:21][C:20]([O:23][C:24]([F:27])([F:26])[F:25])=[CH:19][CH:18]=3)[OH:16])[CH2:11][CH2:10]2)=[CH:4][CH:3]=1.Cl[C:40]([O:42][CH3:43])=[O:41].N1C=CC=CC=1.[Cl-].[Na+]>O1CCCC1.C(OCC)(=O)C>[CH3:43][O:42][C:40]([NH:1][C:2]1[CH:7]=[CH:6][C:5]([CH2:8][N:9]2[CH2:14][CH2:13][CH:12]([C:15]([C:28]3[CH:29]=[CH:30][C:31]([O:34][C:35]([F:38])([F:36])[F:37])=[CH:32][CH:33]=3)([C:17]3[CH:18]=[CH:19][C:20]([O:23][C:24]([F:25])([F:26])[F:27])=[CH:21][CH:22]=3)[OH:16])[CH2:11][CH2:10]2)=[CH:4][CH:3]=1)=[O:41] |f:3.4|. Procedure details: A stirred solution of 0.8 gram (0.0014 mole) of N-(4-aminophenylmethyl)-4-[bis(4-trifluoromethoxyphenyl)hydroxymethyl]piperidine in 15 mL of tetrahydrofuran was cooled to 0° C., and 0.11 mL of methyl chloroformate was added dropwise from a syringe. Upon completion of the addition, 0.12 mL of pyridine was added in one portion. The reaction mixture was allowed to warm to ambient temperature where it stirred for about 18 hours. After this time the reaction mixture was poured into a mixture of ethyl...